This data is from the Open Reaction Database (ORD), a public repository of structured organic reaction records. The task is: describe an organic reaction: reactants, conditions, products, and yield Starting materials: O=C([O-])[O-], C[O-], CC#N, CS(=O)(=O)Nc1ccc(C(=O)C2CCNCC2)cc1, ClCc1ccncc1, Cl, Cl, [K+], [K+], [Na+]. Yields the product CS(=O)(=O)Nc1ccc(C(=O)C2CCN(Cc3ccncc3)CC2)cc1, Cl, Cl. RXN SMILES: [C:33](=[O:34])([O-:35])[O-:36].[CH3:1][O-:2].[CH3:39][C:40]#[N:41].[CH3:5][S:6](=[O:7])(=[O:8])[NH:9][c:10]1[cH:11][cH:12][c:13]([C:14](=[O:15])[CH:16]2[CH2:17][CH2:18][NH:19][CH2:20][CH2:21]2)[cH:22][cH:23]1.[Cl:25][CH2:26][c:27]1[cH:28][cH:29][n:30][cH:31][cH:32]1.[ClH:24].[ClH:4].[K+:37].[K+:38].[Na+:3]>>[CH3:5][S:6](=[O:7])(=[O:8])[NH:9][c:10]1[cH:11][cH:12][c:13]([C:14](=[O:15])[CH:16]2[CH2:17][CH2:18][N:19]([CH2:26][c:27]3[cH:28][cH:29][n:30][cH:31][cH:32]3)[CH2:20][CH2:21]2)[cH:22][cH:23]1.[ClH:25].[ClH:4]. The product is CC(C)(C)C(=O)C(C#N)c1ccccc1. The reactants are COC(=O)C(C)(C)C, N#CCc1ccccc1, Cc1ccccc1, Cl, [H-], [H][H], [Na+], O. Reaction SMILES: [C:1]([C:2]([CH3:3])([CH3:4])[CH3:5])([O:7][CH3:6])=[O:8].[CH2:11]([c:12]1[cH:13][cH:14][cH:15][cH:16][cH:17]1)[C:18]#[N:19].[CH3:23][c:24]1[cH:25][cH:26][cH:27][cH:28][cH:29]1.[ClH:22].[H-:9].[H:20][H:21].[Na+:10].[OH2:30]>>[C:1]([C:2]([CH3:3])([CH3:4])[CH3:5])(=[O:7])[CH:11]([c:12]1[cH:13][cH:14][cH:15][cH:16][cH:17]1)[C:18]#[N:19]. The reactants are C(=O)([O-])[O-].[K+].[K+] (K2CO3), C(C)(C)(C)OC(=O)NN[C@@H](CCC)C(C)(C)C ((S)—N′-(1-tert-Butyl-butyl)-hydrazinecarboxylic acid tert-butyl ester), CC=1C=C(C(=O)Cl)C=C(C1)C (3,5-dimethylbenzoyl chloride). Solvent: C(Cl)Cl (methylene chloride), O (water), O (water), C(Cl)Cl (methylene chloride). Reaction conditions: time 8 hour. The product is C(C)(C)(C)OC(=O)NN(C(C1=CC(=CC(=C1)C)C)=O)[C@@H](CCC)C(C)(C)C ((S)—N′-(1-tert-Butyl-butyl)-N′-(3,5-dimethyl-benzoyl)-hydrazinecarboxylic acid tert-butyl ester). Isolated yield 19.5%. RXN SMILES: [C:1]([O:5][C:6]([NH:8][NH:9][C@H:10]([C:14]([CH3:17])([CH3:16])[CH3:15])[CH2:11][CH2:12][CH3:13])=[O:7])([CH3:4])([CH3:3])[CH3:2].C([O-])([O-])=O.[K+].[K+].[CH3:24][C:25]1[CH:26]=[C:27]([CH:31]=[C:32]([CH3:34])[CH:33]=1)[C:28](Cl)=[O:29]>C(Cl)Cl.O>[C:1]([O:5][C:6]([NH:8][N:9]([C@H:10]([C:14]([CH3:16])([CH3:15])[CH3:17])[CH2:11][CH2:12][CH3:13])[C:28](=[O:29])[C:27]1[CH:31]=[C:32]([CH3:34])[CH:33]=[C:25]([CH3:24])[CH:26]=1)=[O:7])([CH3:4])([CH3:3])[CH3:2] |f:1.2.3|. Procedure details: (S)—N′-(1-tert-Butyl-butyl)-hydrazinecarboxylic acid tert-butyl ester (1 g, 4.09 mmoles) was dissolved in ca. 3 mL methylene chloride in a vial with a magnetic stir bar. A solution of 0.8 g K2CO3 (5.79 mmoles) in ca. 2 mL water was added, followed by 0.81 g (4.80 mmoles) 3,5-dimethylbenzoyl chloride. The reaction was stirred overnight, first on ice, and then allowed to warm to room temperature. Several mL each water and methylene chloride were then added to dissolve all solids. The aqueous layer... Starting materials: CC(C)CC1(CC(=O)OC(C)(C)C)CCN(CCc2ccccc2)C1=O, ClCCl, O=C(O)C(F)(F)F. Product: CC(C)CC1(CC(=O)O)CCN(CCc2ccccc2)C1=O. RXN SMILES: [CH3:1][CH:2]([CH2:3][C:4]1([CH2:18][C:19](=[O:20])[O:21][C:22]([CH3:23])([CH3:24])[CH3:25])[C:5](=[O:17])[N:6]([CH2:9][CH2:10][c:11]2[cH:12][cH:13][cH:14][cH:15][cH:16]2)[CH2:7][CH2:8]1)[CH3:26].[Cl:34][CH2:35][Cl:36].[OH:27][C:28]([C:29]([F:30])([F:31])[F:32])=[O:33]>>[CH3:1][CH:2]([CH2:3][C:4]1([CH2:18][C:19](=[O:20])[OH:21])[C:5](=[O:17])[N:6]([CH2:9][CH2:10][c:11]2[cH:12][cH:13][cH:14][cH:15][cH:16]2)[CH2:7][CH2:8]1)[CH3:26]. Reactants: ClC(=O)OC(Cl)(Cl)Cl (Trichloromethyl chloroformate), C1(CCCC1)OC=1C=C(C=CC1OC)[C@H](CC1=CC=NC=C1)C1=CC=C(C=NO)C=C1 ((R)-4-[1-(3-Cyclopentyloxy-4-methoxyphenyl)-2-(4-pyridyl) ethyl]benzaldehyde oxime), O (water). Solvent: C(C)#N (acetonitrile). Yields the product C1(CCCC1)OC=1C=C(C=CC1OC)[C@H](CC1=CC=NC=C1)C1=CC=C(C=C1)C#N ((R)-4-[1-(3-Cyclopentyloxy-4-methoxyphenyl)-2-(4-pyridyl)ethyl]benzenenitrile). The yield is 87.8%. RXN SMILES: ClC(OC(Cl)(Cl)Cl)=O.[CH:9]1([O:14][C:15]2[CH:16]=[C:17]([C@@H:23]([C:31]3[CH:39]=[CH:38][C:34]([CH:35]=[N:36]O)=[CH:33][CH:32]=3)[CH2:24][C:25]3[CH:30]=[CH:29][N:28]=[CH:27][CH:26]=3)[CH:18]=[CH:19][C:20]=2[O:21][CH3:22])[CH2:13][CH2:12][CH2:11][CH2:10]1.O>C(#N)C>[CH:9]1([O:14][C:15]2[CH:16]=[C:17]([C@@H:23]([C:31]3[CH:32]=[CH:33][C:34]([C:35]#[N:36])=[CH:38][CH:39]=3)[CH2:24][C:25]3[CH:26]=[CH:27][N:28]=[CH:29][CH:30]=3)[CH:18]=[CH:19][C:20]=2[O:21][CH3:22])[CH2:10][CH2:11][CH2:12][CH2:13]1. Procedure: Trichloromethyl chloroformate (0.18 mL, 1.5 mmol) was added to a 0° C. solution of (R)-4-[1-(3-cyclopentyloxy-4-methoxyphenyl)-2-(4-pyridyl)ethyl]benzaldehyde oxime from Example 3 (425 mg, 1.0 mmol) in acetonitrile (4 mL). The reaction mixture was stirred at room temperature for 1 hour before water was added. The mixture was then extracted with EtOAc. The organic phase was washed with 5% aqueous NaHCO3, water and brine, dried (MgSO4) and evaporated to afford the title compound as an off-white so... Starting materials: C1=CCCC1 (cyclopentene), [N+](=O)([O-])[O-].[Hg+2].[N+](=O)([O-])[O-] (mercury(II) nitrate), C(C)#N (acetonitrile), C(C)#N (acetonitrile), [Cl-].[Na+] (sodium chloride), O (water). Reaction conditions: time 1 hour. The product is C(C)(=O)N[C@H]1[C@@H](CCC1)[Hg]Cl (trans-1-Acetamido-2-chloromercuriocyclopentane). As a reaction SMILES: [CH:1]1[CH2:5][CH2:4][CH2:3][CH:2]=1.[N+]([O-])([O-])=O.[Hg+2:10].[N+]([O-])([O-])=O.[Cl-:15].[Na+].[OH2:17].[C:18](#[N:20])[CH3:19]>>[C:18]([NH:20][C@@H:1]1[CH2:5][CH2:4][CH2:3][C@H:2]1[Hg:10][Cl:15])(=[O:17])[CH3:19] |f:1.2.3,4.5|. Reported procedure: 10 ml of cyclopentene in 30 ml of acetonitrile are added dropwise to a suspension of 38.3 g of mercury(II) nitrate in 80 ml of acetonitrile at 0° C. After 1 hour at room temperature, the mixture is poured into a mixture of 60 ml of saturated sodium chloride solution and 250 ml of water, and the solid is filtered off with suction, washed with water and dried. 26 g of the title compound are obtained as an amorphous powder.